Dataset: the Open Reaction Database (ORD), a public repository of structured organic reaction records. Task: describe an organic reaction: reactants, conditions, products, and yield The reactants are C1CN=C2CCCN2C1, C1CCCCC1, CCCCC, CCCCCC, C=COCC, ClCCl, O=C(O)C(F)(F)F. Product: CCOC=CC(=O)C(F)(F)F. Reaction SMILES: [CH2:1]1[CH2:2][N:3]2[C:4](=[N:8][CH2:9]1)[CH2:5][CH2:6][CH2:7]2.[CH2:25]1[CH2:26][CH2:27][CH2:28][CH2:29][CH2:30]1.[CH3:31][CH2:32][CH2:33][CH2:34][CH3:35].[CH3:36][CH2:37][CH2:38][CH2:39][CH2:40][CH3:41].[CH:20](=[CH2:21])[O:22][CH2:23][CH3:24].[Cl:17][CH2:18][Cl:19].[F:10][C:11]([C:12](=[O:13])[OH:14])([F:15])[F:16]>>[F:10][C:11]([C:12](=[O:13])[CH:21]=[CH:20][O:22][CH2:23][CH3:24])([F:15])[F:16]. Reactants: ONC(C)(C(C)(NO)C)C (N,N'-dihydroxy 2,3-dimethyl-2,3-diaminobutane). Reagents/catalysts: [O-2].[O-2].[Mn+4] (manganese dioxide). Run in O (water), O (water). Conditions: time 6 hour. The product is ON1N(C(C1(C)C)(C)C)O (N,N'-Dihydroxy 3,3,4,4-tetramethyl-1,2-diazetidine). As a reaction SMILES: [OH:1][NH:2][C:3]([CH3:10])([C:5]([CH3:9])([NH:7][OH:8])[CH3:6])[CH3:4]>O.[O-2].[O-2].[Mn+4]>[OH:1][N:2]1[C:3]([CH3:10])([CH3:4])[C:5]([CH3:9])([CH3:6])[N:7]1[OH:8] |f:2.3.4|. Reported procedure: A solution of N,N'-dihydroxy 2,3-dimethyl-2,3-diaminobutane I (6 g.) in water (500 ml.) was added dropwise, over a period of 2 hours, to a suspension of manganese dioxide (45 g.) in water (150 ml.) at 75°-80° C. The reaction mixture was further stirred at 75°-80° for 6 hours and refluxed for 2 hours. The reaction mixture was cooled to room temperature and filtered. The filtrate was saturated with solid ammonium chloride and extracted with chloroform. Removal of the solvent from the dried extract... Reactants: CS(=O)(=O)c1ccc(C(CC2CCOCC2)c2cc3cc(N)cnc3[nH]2)cc1, Cl[Cu], Cl, Cl, O=N[O-], [Na+], [Na+], [OH-], O. The product is CS(=O)(=O)c1ccc(C(CC2CCOCC2)c2cc3cc(Cl)cnc3[nH]2)cc1. As a reaction SMILES: [CH3:2][S:3](=[O:4])(=[O:5])[c:6]1[cH:7][cH:8][c:9]([CH:12]([CH2:13][CH:14]2[CH2:15][CH2:16][O:17][CH2:18][CH2:19]2)[c:20]2[cH:21][c:22]3[c:23]([n:24][cH:25][c:26]([NH2:28])[cH:27]3)[nH:29]2)[cH:10][cH:11]1.[Cl:38][Cu:39].[ClH:1].[ClH:36].[N:30]([O-:31])=[O:32].[Na+:33].[Na+:35].[OH-:34].[OH2:37]>>[Cl:1][c:26]1[cH:25][n:24][c:23]2[c:22]([cH:21][c:20]([CH:12]([c:9]3[cH:8][cH:7][c:6]([S:3]([CH3:2])(=[O:4])=[O:5])[cH:11][cH:10]3)[CH2:13][CH:14]3[CH2:15][CH2:16][O:17][CH2:18][CH2:19]3)[nH:29]2)[cH:27]1. The reactants are NCCNC(=S)NC1=C(C=CC=C1Cl)Cl (1-(2-aminoethyl)-3-(2,6-dichlorophenyl)thiourea), [OH-].[Na+] (sodium hydroxide), Cl (hydrochloric acid), IC (iodomethane). Run in O (water), C(C)O (ethanol). Product: NCCNC(SC)=NC1=C(C=CC=C1Cl)Cl (1-(2-aminoethyl)-3-(2,6-dichlorophenyl)-2-methylthiopseudourea). RXN SMILES: [NH2:1][CH2:2][CH2:3][NH:4][C:5]([NH:7][C:8]1[C:13]([Cl:14])=[CH:12][CH:11]=[CH:10][C:9]=1[Cl:15])=[S:6].Cl.I[CH3:18].[OH-].[Na+]>O.C(O)C>[NH2:1][CH2:2][CH2:3][NH:4][C:5](=[N:7][C:8]1[C:9]([Cl:15])=[CH:10][CH:11]=[CH:12][C:13]=1[Cl:14])[S:6][CH3:18] |f:3.4|. Procedure: A solution of 12.68 g. of 1-(2-aminoethyl)-3-(2,6-dichlorophenyl)thiourea in 80 ml. of ethanol, 4.0 ml. of concentrated hydrochloric acid and 12 ml. of iodomethane was refluxed for 2 hours. On cooling, the mixture was poured onto 200 ml. of water and sufficient 4N sodium hydroxide was added to bring the pH to 11. The aqueous solution was extracted 3×150 ml. of methylene chloride, and the combined organic layers were washed 1×100 ml. of water, dried over potassium carbonate and concentrated. The ... The reactants are C[Si](C)(C)CCOCn1cc(C(=O)NC(C(=O)N2CC(C#N)C2)C2CC2)c2nc(-c3cc4nccc(Cl)c4s3)cnc21, CCOC(C)=O, [H-], [Na+], CN(C)C=O, OCC(F)(F)F. The product is C[Si](C)(C)CCOCn1cc(C(=O)NC(C(=O)N2CC(C#N)C2)C2CC2)c2nc(-c3cc4nccc(OCC(F)(F)F)c4s3)cnc21. As a reaction SMILES: [C:9](#[N:10])[CH:11]1[CH2:12][N:13]([C:15]([CH:16]([CH:17]2[CH2:18][CH2:19]2)[NH:20][C:21](=[O:22])[c:23]2[cH:24][n:25]([CH2:42][O:43][CH2:44][CH2:45][Si:46]([CH3:47])([CH3:48])[CH3:49])[c:26]3[n:27][cH:28][c:29](-[c:32]4[cH:33][c:34]5[n:35][cH:36][cH:37][c:38]([Cl:41])[c:39]5[s:40]4)[n:30][c:31]23)=[O:50])[CH2:14]1.[CH3:51][CH2:52][O:53][C:54]([CH3:55])=[O:56].[H-:1].[Na+:2].[O:57]=[CH:58][N:59]([CH3:60])[CH3:61].[OH:3][CH2:4][C:5]([F:6])([F:7])[F:8]>>[O:3]([CH2:4][C:5]([F:6])([F:7])[F:8])[c:38]1[cH:37][cH:36][n:35][c:34]2[cH:33][c:32](-[c:29]3[cH:28][n:27][c:26]4[n:25]([CH2:42][O:43][CH2:44][CH2:45][Si:46]([CH3:47])([CH3:48])[CH3:49])[cH:24][c:23]([C:21]([NH:20][CH:16]([C:15]([N:13]5[CH2:12][CH:11]([C:9]#[N:10])[CH2:14]5)=[O:50])[CH:17]5[CH2:18][CH2:19]5)=[O:22])[c:31]4[n:30]3)[s:40][c:39]21. The product is C1(CC1)C=1N=C2N(C=CN=C2OC)C1C(C1=CC2=C(/C(/C3=C(OC2)C=C(C=C3)F)=C(\C#N)/C)C=C1)O ((E)-2-{8-[(2-cyclopropyl-8-methoxyimidazo[1,2-a]pyrazin-3-yl)(hydroxy)methyl]-3-fluorodibenzo[b,e]oxepin-11(6H)-ylidene}propanenitrile). RXN SMILES: [CH:1]1([C:4]2[N:5]=[C:6]3[C:11]([O:12][CH3:13])=[N:10][CH:9]=[CH:8][N:7]3[C:14]=2I)[CH2:3][CH2:2]1.[F:16][C:17]1[CH:18]=[CH:19][C:20]2=[C:21]([CH:37]=1)[O:22][CH2:23][C:24]1[CH:34]=[C:33]([CH:35]=[O:36])[CH:32]=[CH:31][C:25]=1/[C:26]/2=[C:27](/[CH3:30])\[C:28]#[N:29]>>[CH:1]1([C:4]2[N:5]=[C:6]3[C:11]([O:12][CH3:13])=[N:10][CH:9]=[CH:8][N:7]3[C:14]=2[CH:35]([OH:36])[C:33]2[CH:32]=[CH:31][C:25]3/[C:26](=[C:27](/[CH3:30])\[C:28]#[N:29])/[C:20]4[CH:19]=[CH:18][C:17]([F:16])=[CH:37][C:21]=4[O:22][CH2:23][C:24]=3[CH:34]=2)[CH2:3][CH2:2]1. Reported procedure: [step 3] Using 2-cyclopropyl-3-iodo-8-methoxyimidazo[1,2-a]pyrazine (9.2 g, 29 mmol) obtained in step 2 and (E)-2-(3-fluoro-8-formyldibenzo[b,e]oxepin-11(6H)-ylidene)propanenitrile (5.3 g, 18 mmol) obtained in Reference Example 5, and in the same manner as in Reference Example 14A, step 3, (E)-2-{8-[(2-cyclopropyl-8-methoxyimidazo[1,2-a]pyrazin-3-yl)(hydroxy)methyl]-3-fluorodibenzo[b,e]oxepin-11(6H)-ylidene}propanenitrile (9.1 g, quantitative) was obtained. The yield is 104.8%. Reactants: C1(CC1)C=1N=C2N(C=CN=C2OC)C1I (2-cyclopropyl-3-iodo-8-methoxyimidazo[1,2-a]pyrazine), FC=1C=CC\2=C(OCC3=C(/C2=C(\C#N)/C)C=CC(=C3)C=O)C1 ((E)-2-(3-fluoro-8-formyldibenzo[b,e]oxepin-11(6H)-ylidene)propanenitrile). Reactants: ClC1=C(C=C(C=C1)Cl)S(=O)(=O)Cl (2,5-dichlorobenzenesulfonyl chloride), NC=1C=C(C=CC1)C1=NN=NN1 (5-(3-aminophenyl)tetrazole). Product: ClC1=C(C=C(C=C1)Cl)S(=O)(=O)NC1=CC(=CC=C1)C1=NN=NN1 (2,5-Dichloro-N-[3-(1H-tetrazol-5-yl)phenyl]benzenesulfonamide). Yield: 45.0%. Reaction SMILES: [Cl:1][C:2]1[CH:7]=[CH:6][C:5]([Cl:8])=[CH:4][C:3]=1[S:9](Cl)(=[O:11])=[O:10].[NH2:13][C:14]1[CH:15]=[C:16]([C:20]2[NH:24][N:23]=[N:22][N:21]=2)[CH:17]=[CH:18][CH:19]=1>>[Cl:1][C:2]1[CH:7]=[CH:6][C:5]([Cl:8])=[CH:4][C:3]=1[S:9]([NH:13][C:14]1[CH:19]=[CH:18][CH:17]=[C:16]([C:20]2[NH:24][N:23]=[N:22][N:21]=2)[CH:15]=1)(=[O:11])=[O:10]. Reported procedure: The product was prepared according to General Procedure 6, described in Example 65, with 2,5-dichlorobenzenesulfonyl chloride (13.5 mg, 0.055 mmol) and 5-(3-aminophenyl)tetrazole (8.0 mg, 0.050 mmol). The title compound was obtained in 45% yield (8.3 mg). MS (ESI+) calcd mass for C13H9Cl2N5O2S 368.985401, found 368.985761.